This data is from the Open Reaction Database (ORD), a public repository of structured organic reaction records. The task is: describe an organic reaction: reactants, conditions, products, and yield Reactants: Cc1cccc(-c2cccc(C)[n+]2[O-])n1, [Na+], [OH-], O=[N+]([O-])O, O=S(=O)(O)O. Yields the product Cc1cccc(-c2cc([N+](=O)[O-])cc(C)[n+]2[O-])n1. Reaction SMILES: [CH3:1][c:2]1[cH:3][cH:4][cH:5][c:6](-[c:9]2[n:10][c:11]([CH3:15])[cH:12][cH:13][cH:14]2)[n+:7]1[O-:8].[Na+:21].[OH-:20].[OH:16][N+:17]([O-:18])=[O:19].[S:22](=[O:23])(=[O:24])([OH:25])[OH:26]>>[CH3:1][c:2]1[cH:3][c:4]([N+:17](=[O:16])[O-:18])[cH:5][c:6](-[c:9]2[n:10][c:11]([CH3:15])[cH:12][cH:13][cH:14]2)[n+:7]1[O-:8].